The task is: describe an organic reaction: reactants, conditions, products, and yield. This data is from the Open Reaction Database (ORD), a public repository of structured organic reaction records. Reactants: C(O)CN (ethanolamine), [SH2]=N.C1(=CC=CC=C1)NC(=O)C1=C(C(=O)O)C=CC=C1 (phenylcarbamoyl-benzoic acid sulfimide). The solvent is CC(=O)C (aceton), CC(=O)C (aceton). The product is C1(=CC=CC=C1)NC(=O)NCCO (1-phenyl-3-(2-hydroxyethyl)-urea). The yield is 26.9%. Reaction SMILES: [CH2:1]([CH2:3][NH2:4])[OH:2].[SH2]=N.[C:7]1([NH:13][C:14](C2C=CC=CC=2C(O)=O)=[O:15])[CH:12]=[CH:11][CH:10]=[CH:9][CH:8]=1>CC(C)=O>[C:7]1([NH:13][C:14]([NH:4][CH2:3][CH2:1][OH:2])=[O:15])[CH:12]=[CH:11][CH:10]=[CH:9][CH:8]=1 |f:1.2|. Procedure: A solution of 0.65 g ethanolamine with 5 ml aceton was added dropwise to a suspension of 1.5 g phenylcarbamoyl-benzoic acid sulfimide with 10 ml aceton, under stirring. The reaction mixture was stirred for a further 30 minutes at ambient temperature, evaporated in vacuo, the residue was triturated with 20 ml water, and the obtained solid product was filtered, dried and recrystallized. There was obtained 0.25 g 1-phenyl-3-(2-hydroxyethyl)-urea, melting at 120°-122° C. Starting materials: N1=CC=C(C=C1)CCCOS(=O)(=O)C (methanesulfonic acid 3-pyridin-4-yl-propyl ester), C[S-].[Na+] (sodium thiomethoxide). Run in CO (methanol). Run at time 1 hour. Yields the product CSCCCC1=CC=NC=C1 (4-(3-methylsulfanyl-propyl)-pyridine). The yield is 44.4%. RXN SMILES: [N:1]1[CH:6]=[CH:5][C:4]([CH2:7][CH2:8][CH2:9]OS(C)(=O)=O)=[CH:3][CH:2]=1.[CH3:15][S-:16].[Na+]>CO>[CH3:15][S:16][CH2:9][CH2:8][CH2:7][C:4]1[CH:3]=[CH:2][N:1]=[CH:6][CH:5]=1 |f:1.2|. Procedure details: To a solution of methanesulfonic acid 3-pyridin-4-yl-propyl ester (6.5 g, 30.19 mmol) in methanol (150 mL) was added sodium thiomethoxide (6.35 g, 90.57 mmol, Aldrich). The mixture was stirred at room temperature for 1 h then concentrated in vacuo. The residue was diluted with ethyl acetate and washed with water (2×), brine (1×), dried over anhydrous sodium sulfate and concentrated to give 4-(3-methylsulfanyl-propyl)-pyridine as dark brown oil (2.24 g).